The task is: describe an organic reaction: reactants, conditions, products, and yield. This data is from the Open Reaction Database (ORD), a public repository of structured organic reaction records. The reactants are CCOC(=O)C(C)(C)Br, CC(C)(C)O, CC(C)(C)[O-], Cn1ccnc1C1=Cc2cc(O)ccc2OC1, [K+]. Product: CCOC(=O)C(C)(C)Oc1ccc2c(c1)C=C(c1nccn1C)CO2. Reaction SMILES: [Br:24][C:25]([C:26](=[O:27])[O:28][CH2:29][CH3:30])([CH3:31])[CH3:32].[C:33]([OH:34])([CH3:35])([CH3:36])[CH3:37].[CH3:18][C:19]([CH3:20])([O-:21])[CH3:22].[CH3:1][n:2]1[c:3]([C:7]2=[CH:12][c:11]3[c:10]([cH:16][cH:15][c:14]([OH:17])[cH:13]3)[O:9][CH2:8]2)[n:4][cH:5][cH:6]1.[K+:23]>>[CH3:1][n:2]1[c:3]([C:7]2=[CH:12][c:11]3[c:10]([cH:16][cH:15][c:14]([O:17][C:25]([C:26](=[O:27])[O:28][CH2:29][CH3:30])([CH3:31])[CH3:32])[cH:13]3)[O:9][CH2:8]2)[n:4][cH:5][cH:6]1. Run in CO (methanol). Procedure details: In an analogous manner to that described in Example 22 (l), from tert-butyl (3RS,4RS)-3-(3-benzoyl-benzyloxy)-4-(4-fluoro-phenyl)-piperidine-1-carboxylate by cleavage of the BOC group with hydrogen chloride in methanol there was obtained [3-[(3RS,4RS)-4-(4-fluoro-phenyl)-piperidin-3-yloxymethyl]-phenyl]-phenyl-methanone hydrochloride (1:1) in the form of colourless crystals; MS: 390 (M+H)+. Reaction SMILES: [C:1]([C:9]1[CH:10]=[C:11]([CH:34]=[CH:35][CH:36]=1)[CH2:12][O:13][CH:14]1[CH:19]([C:20]2[CH:25]=[CH:24][C:23]([F:26])=[CH:22][CH:21]=2)[CH2:18][CH2:17][N:16](C(OC(C)(C)C)=O)[CH2:15]1)(=[O:8])[C:2]1[CH:7]=[CH:6][CH:5]=[CH:4][CH:3]=1.[ClH:37]>CO>[ClH:37].[F:26][C:23]1[CH:24]=[CH:25][C:20]([CH:19]2[CH2:18][CH2:17][NH:16][CH2:15][CH:14]2[O:13][CH2:12][C:11]2[CH:10]=[C:9]([C:1]([C:2]3[CH:3]=[CH:4][CH:5]=[CH:6][CH:7]=3)=[O:8])[CH:36]=[CH:35][CH:34]=2)=[CH:21][CH:22]=1 |f:3.4|. Reactants: Example 22 ( l ), C(C1=CC=CC=C1)(=O)C=1C=C(COC2CN(CCC2C2=CC=C(C=C2)F)C(=O)OC(C)(C)C)C=CC1 (tert-butyl (3RS,4RS)-3-(3-benzoyl-benzyloxy)-4-(4-fluoro-phenyl)-piperidine-1-carboxylate), Cl (hydrogen chloride). Product: Cl.FC1=CC=C(C=C1)C1C(CNCC1)OCC=1C=C(C=CC1)C(=O)C1=CC=CC=C1 ([3-[(3RS,4RS)-4-(4-fluoro-phenyl)-piperidin-3-yloxymethyl]-phenyl]-phenyl-methanone hydrochloride).